This data is from the Open Reaction Database (ORD), a public repository of structured organic reaction records. The task is: describe an organic reaction: reactants, conditions, products, and yield Reactants: NCCSC1C2=C(OCC3=C1C=CC=C3)C=CC(=C2)OCC2=NC3=CC(=CC=C3C=C2)Cl (11-(2-Aminoethylthio)-2-(7-chloroquinolin-2-yl)methoxy-6,11-dihydrodibenz[b,e]oxepine), C1(=CC=CC=C1)S(=O)(=O)Cl (phenylsulfonyl chloride). The product is C1(=CC=CC=C1)S(=O)(=O)NCCSC1C2=C(OCC3=C1C=CC=C3)C=CC(=C2)OCC2=NC3=CC(=CC=C3C=C2)Cl (11-(2-Phenylsulfonylaminoethylthio)-2-(7-chloroquinolin-2-yl)methoxy-6,11-dihydrodibenz[b,e]oxepine). Reaction SMILES: [NH2:1][CH2:2][CH2:3][S:4][CH:5]1[C:11]2[CH:12]=[CH:13][CH:14]=[CH:15][C:10]=2[CH2:9][O:8][C:7]2[CH:16]=[CH:17][C:18]([O:20][CH2:21][C:22]3[CH:31]=[CH:30][C:29]4[C:24](=[CH:25][C:26]([Cl:32])=[CH:27][CH:28]=4)[N:23]=3)=[CH:19][C:6]1=2.[C:33]1([S:39](Cl)(=[O:41])=[O:40])[CH:38]=[CH:37][CH:36]=[CH:35][CH:34]=1>>[C:33]1([S:39]([NH:1][CH2:2][CH2:3][S:4][CH:5]2[C:11]3[CH:12]=[CH:13][CH:14]=[CH:15][C:10]=3[CH2:9][O:8][C:7]3[CH:16]=[CH:17][C:18]([O:20][CH2:21][C:22]4[CH:31]=[CH:30][C:29]5[C:24](=[CH:25][C:26]([Cl:32])=[CH:27][CH:28]=5)[N:23]=4)=[CH:19][C:6]2=3)(=[O:41])=[O:40])[CH:38]=[CH:37][CH:36]=[CH:35][CH:34]=1. Procedure details: 11-(2-Aminoethylthio)-2-(7-chloroquinolin-2-yl)methoxy-6,11-dihydrodibenz[b,e]oxepine and phenylsulfonyl chloride were used and reacted in the same manner as in Example 34 to obtain the title compound. Procedure: Iodomethane (0.098 mL, 1.58 mmol) was added to a stirred solution of 4,6-dihydro-pyrrolo[3,4-d]oxazole-2,5-dicarboxylic acid 5-tert-butyl ester (0.10 g, 0.39 mmol) and K2CO3 (0.10 g, 0.78 mmol) in DMF (2 mL). The mixture was stirred at 100° C. for 5 minutes under microwave irradiation, diluted with H2O and extracted with AcOEt. The organic layer was separated, dried (Na2SO4), filtered and the solvents evaporated in vacuo to yield 4,6-dihydro-5H-pyrrolo[3,4-d]oxazole-2,5-dicarboxylic acid 5-(1,1-... Conditions: temperature 100 celsius, time 5 minute. Yield: 52.6%. The product is COC(=O)C=1OC2=C(N1)CN(C2)C(=O)OC(C)(C)C (4,6-dihydro-5H-pyrrolo[3,4-d]oxazole-2,5-dicarboxylic acid 5-(1,1-dimethylethyl) 2-methyl ester). Run in CN(C)C=O (DMF), O (H2O). As a reaction SMILES: IC.[C:3]([O:7][C:8]([N:10]1[CH2:17][C:16]2[O:15][C:14]([C:18]([OH:20])=[O:19])=[N:13][C:12]=2[CH2:11]1)=[O:9])([CH3:6])([CH3:5])[CH3:4].[C:21]([O-])([O-])=O.[K+].[K+]>CN(C=O)C.O>[CH3:21][O:19][C:18]([C:14]1[O:15][C:16]2[CH2:17][N:10]([C:8]([O:7][C:3]([CH3:6])([CH3:4])[CH3:5])=[O:9])[CH2:11][C:12]=2[N:13]=1)=[O:20] |f:2.3.4|. Reactants: IC (Iodomethane), C(C)(C)(C)OC(=O)N1CC=2N=C(OC2C1)C(=O)O (4,6-dihydro-pyrrolo[3,4-d]oxazole-2,5-dicarboxylic acid 5-tert-butyl ester), C(=O)([O-])[O-].[K+].[K+] (K2CO3). Starting materials: O=C1CCC(=O)N1Br, O=C(OOC(=O)c1ccccc1)c1ccccc1, ClC(Cl)(Cl)Cl, ClCCl, COc1nn(C)c(=O)n1-c1ccccc1C. The product is COc1nn(C)c(=O)n1-c1ccccc1CBr. As a reaction SMILES: [Br:17][N:18]1[C:19](=[O:20])[CH2:21][CH2:22][C:23]1=[O:24].[C:25]([O:26][O:27][C:28](=[O:29])[c:30]1[cH:31][cH:32][cH:33][cH:34][cH:35]1)(=[O:36])[c:37]1[cH:38][cH:39][cH:40][cH:41][cH:42]1.[C:46]([Cl:47])([Cl:48])([Cl:49])[Cl:50].[CH2:43]([Cl:44])[Cl:45].[CH3:1][O:2][c:3]1[n:4](-[c:10]2[c:11]([CH3:16])[cH:12][cH:13][cH:14][cH:15]2)[c:5](=[O:9])[n:6]([CH3:8])[n:7]1>>[CH3:1][O:2][c:3]1[n:4](-[c:10]2[c:11]([CH2:16][Br:17])[cH:12][cH:13][cH:14][cH:15]2)[c:5](=[O:9])[n:6]([CH3:8])[n:7]1. Starting materials: CCC(Br)C(=O)OC, C1CCOC1, COc1ccc2c(c1)CCC2=O, Cl. The product is CCC(C(=O)OC)C1=CCc2cc(OC)ccc21. Reaction SMILES: [Br:13][CH:14]([C:15](=[O:16])[O:17][CH3:18])[CH2:19][CH3:20].[CH2:22]1[O:23][CH2:24][CH2:25][CH2:26]1.[CH3:1][O:2][c:3]1[cH:4][c:5]2[c:9]([cH:10][cH:11]1)[C:8](=[O:12])[CH2:7][CH2:6]2.[ClH:21]>>[CH3:1][O:2][c:3]1[cH:4][c:5]2[c:9]([cH:10][cH:11]1)[C:8]([CH:14]([C:15](=[O:16])[O:17][CH3:18])[CH2:19][CH3:20])=[CH:7][CH2:6]2. Starting materials: Oc1c(nc(Br)c2cccnc12)C(=O)NCc3ccc(F)cc3, CC1(C)OB(OC1(C)C)c2cn(c3ncccc23)S(=O)(=O)c4ccccc4. Reagents/catalysts: CCN=P(N=P(N(C)C)(N(C)C)N(C)C)(N(C)C)N(C)C (P2-Et), CC(C)c1cc(C(C)C)c(-c2ccccc2[PH](C(C)(C)C)(C(C)(C)C)[Pd]2(OS(C)(=O)=O)Nc3ccccc3-c3ccccc32)c(C(C)C)c1 (tBuXphos G3). Run in CS(C)=O (DMSO), O (water), CS(C)=O (DMSO), CS(C)=O (DMSO), CS(C)=O (DMSO). Conditions: time 22 hour. The product is Oc1c(nc(c2cn(c3ncccc23)S(=O)(=O)c4ccccc4)c5cccnc15)C(=O)NCc6ccc(F)cc6, Oc1c(nc(Br)c2cccnc12)C(=O)NCc3ccc(F)cc3, c1ccc(-c2ccccc2)cc1. As a reaction SMILES: [CH3:40][CH2:41][O:42][C:43]([CH3:44])=[O:45].[CH3:46][CH2:47][OH:48].[Cl:1][c:2]1[cH:3][c:4]2[c:9]([c:10]([Cl:31])[c:11]1[O:12][c:13]1[cH:14][cH:15][c:16]([C:19]([NH:20][CH2:21][CH2:22][c:23]3[cH:24][cH:25][c:26]([Cl:29])[cH:27][cH:28]3)=[O:30])[cH:17][cH:18]1)[O:8][CH2:7][CH2:6][CH:5]2[C:32](=[O:33])[O:34][CH2:35][CH3:36].[ClH:39].[Na+:38].[OH-:37]>>[Cl:1][c:2]1[cH:3][c:4]2[c:9]([c:10]([Cl:31])[c:11]1[O:12][c:13]1[cH:14][cH:15][c:16]([C:19]([NH:20][CH2:21][CH2:22][c:23]3[cH:24][cH:25][c:26]([Cl:29])[cH:27][cH:28]3)=[O:30])[cH:17][cH:18]1)[O:8][CH2:7][CH2:6][CH:5]2[C:32](=[O:33])[OH:34]. Reactants: CCOC(C)=O, CCO, CCOC(=O)C1CCOc2c1cc(Cl)c(Oc1ccc(C(=O)NCCc3ccc(Cl)cc3)cc1)c2Cl, Cl, [Na+], [OH-]. Yields the product O=C(NCCc1ccc(Cl)cc1)c1ccc(Oc2c(Cl)cc3c(c2Cl)OCCC3C(=O)O)cc1.